Dataset: the Open Reaction Database (ORD), a public repository of structured organic reaction records. Task: describe an organic reaction: reactants, conditions, products, and yield Reactants: C([O-])([O-])=O.[Na+].[Na+] (Sodium carbonate), FC1=CC(=C(C=N1)B(O)O)C ((6-fluoro-4-methyl-3-pyridinyl)boronic acid), ClC1=NC(=NC=C1C1=CC(=NC=C1)C)N1C[C@H](O[C@H](C1)C)C (cis-4-[4-chloro-5-(2-methyl-4-pyridinyl)-2-pyrimidinyl]-2,6-dimethylmorpholine). The reagents and catalysts are C1=CC=C(C=C1)P(C2=CC=CC=C2)C3=CC=CC=C3.C1=CC=C(C=C1)P(C2=CC=CC=C2)C3=CC=CC=C3.Cl[Pd]Cl (bis(triphenylphosphine)palladium(II)chloride). The solvent is O (water), COCCOC (1,2-dimethoxyethane). Reaction conditions: temperature 80 celsius. The product is Cl.FC1=CC(=C(C=N1)C1=NC(=NC=C1C1=CC(=NC=C1)C)N1C[C@H](O[C@H](C1)C)C)C (cis-4-[4-(6-Fluoro-4-methyl-3-pyridinyl)-5-(2-methyl-4-pyridinyl)-2-pyrimidinyl]-2,6-dimethylmorpholine hydrochloride). The yield is 6.7%. RXN SMILES: C(=O)([O-])[O-].[Na+].[Na+].[F:7][C:8]1[N:13]=[CH:12][C:11](B(O)O)=[C:10]([CH3:17])[CH:9]=1.[Cl:18][C:19]1[C:24]([C:25]2[CH:30]=[CH:29][N:28]=[C:27]([CH3:31])[CH:26]=2)=[CH:23][N:22]=[C:21]([N:32]2[CH2:37][C@H:36]([CH3:38])[O:35][C@H:34]([CH3:39])[CH2:33]2)[N:20]=1>O.COCCOC.C1C=CC(P(C2C=CC=CC=2)C2C=CC=CC=2)=CC=1.C1C=CC(P(C2C=CC=CC=2)C2C=CC=CC=2)=CC=1.Cl[Pd]Cl>[ClH:18].[F:7][C:8]1[N:13]=[CH:12][C:11]([C:19]2[C:24]([C:25]3[CH:30]=[CH:29][N:28]=[C:27]([CH3:31])[CH:26]=3)=[CH:23][N:22]=[C:21]([N:32]3[CH2:37][C@H:36]([CH3:38])[O:35][C@H:34]([CH3:39])[CH2:33]3)[N:20]=2)=[C:10]([CH3:17])[CH:9]=1 |f:0.1.2,7.8.9,10.11|. Procedure details: Sodium carbonate (166 mg, 1.568 mmol) in water (2 ml), bis(triphenylphosphine)palladium(II)chloride (11.01 mg, 0.016 mmol) and (6-fluoro-4-methyl-3-pyridinyl)boronic acid (72.9 mg, 0.471 mmol) were added to a solution of cis-4-[4-chloro-5-(2-methyl-4-pyridinyl)-2-pyrimidinyl]-2,6-dimethylmorpholine (100 mg, 0.314 mmol) in 1,2-dimethoxyethane (DME) (3 ml). The reaction mixture was heated to 80° C. for 1 hour. After cooling to room temperature the reaction mixture was partitioned between ethyl ace... The reactants are ClCCCCC1(C(NC2=CC=C(C=C12)F)=O)CC (3-(4-chlorobutyl)-3-ethyl-5-fluoro-1,3-dihydro-2H-indol-2-one), ClC=1C=C(C=CC1)N1CCNCC1 (1-(3-chloro-phenyl)-piperazine). Reaction SMILES: [Cl:1][CH2:2][CH2:3][CH2:4][CH2:5][C:6]1([CH2:17][CH3:18])[C:14]2[C:9](=[CH:10][CH:11]=[C:12]([F:15])[CH:13]=2)[NH:8][C:7]1=[O:16].[Cl:19][C:20]1[CH:21]=[C:22]([N:26]2[CH2:31][CH2:30][NH:29][CH2:28][CH2:27]2)[CH:23]=[CH:24][CH:25]=1>>[ClH:1].[Cl:19][C:20]1[CH:21]=[C:22]([N:26]2[CH2:31][CH2:30][N:29]([CH2:2][CH2:3][CH2:4][CH2:5][C:6]3([CH2:17][CH3:18])[C:14]4[C:9](=[CH:10][CH:11]=[C:12]([F:15])[CH:13]=4)[NH:8][C:7]3=[O:16])[CH2:28][CH2:27]2)[CH:23]=[CH:24][CH:25]=1 |f:2.3|. The product is Cl.ClC=1C=C(C=CC1)N1CCN(CC1)CCCCC1(C(NC2=CC=C(C=C12)F)=O)CC (3-{4-[4-(3-Chlorophenyl)-piperazin-1-yl]-butyl}-3-ethyl-5-fluoro-1,3-dihydro-2H-indol-2-one mono-hydrochloride). Procedure: The title compound is prepared according to process H by applying processing method 2 starting from 3-(4-chlorobutyl)-3-ethyl-5-fluoro-1,3-dihydro-2H-indol-2-one and 1-(3-chloro-phenyl)-piperazine.